This data is from the Open Reaction Database (ORD), a public repository of structured organic reaction records. The task is: describe an organic reaction: reactants, conditions, products, and yield Starting materials: N1=CC=CC=C1 (Pyridine), C(C)(=O)OC(C)=O (acetic anhydride), BrC=1C=C(C=CC1)[C@H](C)N ((S)-1-(3-bromophenyl)ethanamine). Run in C1CCOC1 (THF). Conditions: time 8 hour. Product: BrC=1C=C(C=CC1)[C@H](C)NC(C)=O ((S)—N-[1-(3-Bromophenyl)ethyl]Acetamide). As a reaction SMILES: [Br:1][C:2]1[CH:3]=[C:4]([C@@H:8]([NH2:10])[CH3:9])[CH:5]=[CH:6][CH:7]=1.N1C=CC=CC=1.[C:17](OC(=O)C)(=[O:19])[CH3:18]>C1COCC1>[Br:1][C:2]1[CH:3]=[C:4]([C@@H:8]([NH:10][C:17](=[O:19])[CH3:18])[CH3:9])[CH:5]=[CH:6][CH:7]=1. Procedure: Commercially available (S)-1-(3-bromophenyl)ethanamine (1.0 g, 5 mmol) was dissolved in THF (20 mL). Pyridine (0.5 mL) and acetic anhydride (0.51 g, 5 mmol) were added and the reaction mixture allowed to stir at room temperature overnight. The solvent was removed under reduced pressure to provide A4a.1 (1.23 g) as a clear yellowish liquid. (M+H)+=242.15, 244.16. The solvent is CN(C)C=O (DMF). Conditions: temperature 80 celsius, time 3 hour. Procedure: To a solution of 4-iodo-2-methoxyphenol (90 g) in DMF (450 mL) were added K2CO3 (60 g) and 4-ethylbenzyl chloride (58 g) at RT. The reaction mixture was stirred at 80° C. for 3 hr. Water (900 mL) was added to the reaction mixture. The precipitated solid was collected on a filter and dried under reduced pressure. The suspension of this solid in heptane (520 mL) was stirred at RT. The precipitated solid was collected on a filter and dried under reduced pressure to give the title compound (115 g, 8... Reaction SMILES: [I:1][C:2]1[CH:7]=[CH:6][C:5]([OH:8])=[C:4]([O:9][CH3:10])[CH:3]=1.C([O-])([O-])=O.[K+].[K+].[CH2:17]([C:19]1[CH:26]=[CH:25][C:22]([CH2:23]Cl)=[CH:21][CH:20]=1)[CH3:18].O>CN(C=O)C>[CH2:17]([C:19]1[CH:26]=[CH:25][C:22]([CH2:23][O:8][C:5]2[CH:6]=[CH:7][C:2]([I:1])=[CH:3][C:4]=2[O:9][CH3:10])=[CH:21][CH:20]=1)[CH3:18] |f:1.2.3|. Isolated yield 86.8%. Starting materials: IC1=CC(=C(C=C1)O)OC (4-iodo-2-methoxyphenol), C(=O)([O-])[O-].[K+].[K+] (K2CO3), C(C)C1=CC=C(CCl)C=C1 (4-ethylbenzyl chloride), O (Water). The product is C(C)C1=CC=C(COC2=C(C=C(C=C2)I)OC)C=C1 (1-(4-Ethylbenzyloxy)-4-iodo-2-methoxybenzene). Reactants: O (water), BrC=1N=C2C(=NC1)NC=C2C(=O)OC (methyl 2-bromo-5H-pyrrolo[2,3-b]pyrazine-7-carboxylate), C(=O)([O-])[O-].[K+].[K+] (K2CO3), C(C(C)(C)C)(=O)OCCl (chloromethyl pivalate). The solvent is CN(C)C=O (DMF). Run at time 16 hour. The product is BrC=1N=C2C(=NC1)N(C=C2C(=O)OC)COC(C(C)(C)C)=O (methyl 2-bromo-5-(pivaloyloxymethyl)-5H-pyrrolo[2,3-b]pyrazine-7-carboxylate). Yield: 79.3%. As a reaction SMILES: [Br:1][C:2]1[N:3]=[C:4]2[C:10]([C:11]([O:13][CH3:14])=[O:12])=[CH:9][NH:8][C:5]2=[N:6][CH:7]=1.C([O-])([O-])=O.[K+].[K+].[C:21]([O:27][CH2:28]Cl)(=[O:26])[C:22]([CH3:25])([CH3:24])[CH3:23].O>CN(C=O)C>[Br:1][C:2]1[N:3]=[C:4]2[C:10]([C:11]([O:13][CH3:14])=[O:12])=[CH:9][N:8]([CH2:28][O:27][C:21](=[O:26])[C:22]([CH3:25])([CH3:24])[CH3:23])[C:5]2=[N:6][CH:7]=1 |f:1.2.3|. Reported procedure: To a stirred mixture of methyl 2-bromo-5H-pyrrolo[2,3-b]pyrazine-7-carboxylate (0.24 g, 0.94 mmol) and K2CO3 (0.156 g, 1.13 mmol) in 10 mL of DMF was added chloromethyl pivalate (0.17 g, 1.13 mmol) drop-wise at room temperature. Then the mixture was stirred at room temperature for 16 hours. The mixture was then poured into 30 mL of water, extracted with ethyl acetate (90 mL). The organic phase was washed with brine (10 mL) and dried over Na2SO4 to give a crude product, which was purified by colu...